From a dataset of the Open Reaction Database (ORD), a public repository of structured organic reaction records. describe an organic reaction: reactants, conditions, products, and yield The reactants are C(C)OC(CN1C([C@H](C[C@H]1CC1=CC=CC=C1)CCC(C)=O)=O)=O ([5(S)-benzyl-2-oxo-3(S)-(3-oxo-butyl)-pyrrolidin-1-yl]-acetic acid ethyl ester), NC1=NC=CC=C1C=O (2-amino-3-formylpyridine), N1[C@H](C(=O)O)CCC1 (proline). The solvent is C(C)O (ethanol). Yields the product C(C)OC(CN1C([C@H](C[C@H]1CC1=CC=CC=C1)CCC1=NC2=NC=CC=C2C=C1)=O)=O ([5(S)-benzyl-3(S)-(2-[1,8]naphthyridin-2-yl-ethyl)-2-oxo-pyrrolidin-1-yl]-acetic acid ethyl ester). As a reaction SMILES: [CH2:1]([O:3][C:4](=[O:24])[CH2:5][N:6]1[C@H:10]([CH2:11][C:12]2[CH:17]=[CH:16][CH:15]=[CH:14][CH:13]=2)[CH2:9][C@H:8]([CH2:18][CH2:19][C:20](=O)[CH3:21])[C:7]1=[O:23])[CH3:2].[NH2:25][C:26]1[C:31]([CH:32]=O)=[CH:30][CH:29]=[CH:28][N:27]=1.N1CCC[C@H]1C(O)=O>C(O)C>[CH2:1]([O:3][C:4](=[O:24])[CH2:5][N:6]1[C@H:10]([CH2:11][C:12]2[CH:17]=[CH:16][CH:15]=[CH:14][CH:13]=2)[CH2:9][C@H:8]([CH2:18][CH2:19][C:20]2[CH:21]=[CH:32][C:31]3[C:26](=[N:27][CH:28]=[CH:29][CH:30]=3)[N:25]=2)[C:7]1=[O:23])[CH3:2]. Procedure details: A mixture of 12-5 (230 mg, 0.6940 mmol), 1-4, (2-amino-3-formylpyridine, 110 mg, 0.9022 mmol) and proline (80 mg, 0.6940 mmol) in absolute ethanol (10 mL) was heated at reflux for 18 h. Following evaporative removal of the solvent, the residue was chromatographed (silica gel, 70:28:2 chloroform/ethyl acetate/MeOH) to give 12-6 as a yellow oil.